This data is from the Open Reaction Database (ORD), a public repository of structured organic reaction records. The task is: describe an organic reaction: reactants, conditions, products, and yield The reactants are COc1cc(NC(=O)N(C)CCO)ccc1-c1nc2c(c(C3CCCCC3)nn2C)c(=O)[nH]1, CN(C)C(=O)N=NC(=O)N(C)C, C1CCOC1, O. Yields the product COc1cc(N2CCN(C)C2=O)ccc1-c1nc2c(c(C3CCCCC3)nn2C)c(=O)[nH]1. As a reaction SMILES: [CH:6]1([c:12]2[n:13][n:14]([CH3:38])[c:15]3[n:16][c:17](-[c:22]4[c:23]([O:36][CH3:37])[cH:24][c:25]([NH:28][C:29]([N:30]([CH3:31])[CH2:32][CH2:33][OH:34])=[O:35])[cH:26][cH:27]4)[nH:18][c:19](=[O:21])[c:20]23)[CH2:7][CH2:8][CH2:9][CH2:10][CH2:11]1.[N:39]([C:40]([N:41]([CH3:42])[CH3:43])=[O:44])=[N:45][C:46]([N:47]([CH3:48])[CH3:49])=[O:50].[O:1]1[CH2:2][CH2:3][CH2:4][CH2:5]1.[OH2:51]>>[CH:6]1([c:12]2[n:13][n:14]([CH3:38])[c:15]3[n:16][c:17](-[c:22]4[c:23]([O:36][CH3:37])[cH:24][c:25]([N:28]5[C:29](=[O:35])[N:30]([CH3:31])[CH2:32][CH2:33]5)[cH:26][cH:27]4)[nH:18][c:19](=[O:21])[c:20]23)[CH2:7][CH2:8][CH2:9][CH2:10][CH2:11]1. Starting materials: C1CCOC1, [Na+], O=C([O-])O, BrP(Br)Br, OCc1cccc(-c2cnccn2)c1. The product is BrCc1cccc(-c2cnccn2)c1. Reaction SMILES: [CH2:24]1[O:25][CH2:26][CH2:27][CH2:28]1.[Na+:23].[O-:19][C:20]([OH:21])=[O:22].[P:15]([Br:16])([Br:17])[Br:18].[n:1]1[c:2](-[c:7]2[cH:8][c:9]([CH2:13][OH:14])[cH:10][cH:11][cH:12]2)[cH:3][n:4][cH:5][cH:6]1>>[n:1]1[c:2](-[c:7]2[cH:8][c:9]([CH2:13][Br:16])[cH:10][cH:11][cH:12]2)[cH:3][n:4][cH:5][cH:6]1. The reactants are Cl (hydrochloride), NCC(=O)OC(C)(C)C (t-butyl glycinate), N1=CC=CC=C1 (pyridine), BrCC(=O)Br (bromoacetyl bromide). The solvent is C(Cl)Cl (methylene dichloride), C(Cl)Cl (methylene dichloride). Run at time 3 hour. Product: BrCC(=O)NCC(=O)O (N-bromoacetyl glycine). Yield: 153.1%. As a reaction SMILES: [NH2:1][CH2:2][C:3]([O:5]C(C)(C)C)=[O:4].N1C=CC=CC=1.[Br:16][CH2:17][C:18](Br)=[O:19].Cl>C(Cl)Cl>[Br:16][CH2:17][C:18]([NH:1][CH2:2][C:3]([OH:5])=[O:4])=[O:19]. Procedure details: To a solution of 4 g (0.02 mol) of t-butyl glycinate and 4 ml of pyridine in 100 ml of methylene dichloride at 0° under nitrogen was added a solution of 2.01 ml (0.024 mol) of bromoacetyl bromide in 10 ml of methylene dichloride. After the addition, the mixture was stirred for 3 hrs and poured into 1 N aqueous hydrochloride. The organic layer was separated and then washed successively with 1 N HCl, water and brine. After drying over anhydrous sodium sulfate, the mixture was evaporated to dryness... The reactants are N1=C(C=CC=C1)C=CC(=O)O (3-pyridin-2-yl-acrylic acid), O1C(=CC=C1)C1=CC(=NO1)N (5-furan-2-yl-isoxazol-3-ylamine), C=1C=CC2=C(C1)N=NN2O (HOBt), C(CCl)Cl (EDC), TEA. Solvent: CN(C)C=O (DMF). Reaction conditions: time 18 hour. Product: O1C(=CC=C1)C1=CC(=NO1)NC(C=CC1=NC=CC=C1)=O (N-(5-furan-2-yl-isoxazol-3-yl)-3-pyridin-2-yl-acrylamide). The yield is 35.6%. RXN SMILES: [N:1]1[CH:6]=[CH:5][CH:4]=[CH:3][C:2]=1[CH:7]=[CH:8][C:9]([OH:11])=O.[O:12]1[CH:16]=[CH:15][CH:14]=[C:13]1[C:17]1[O:21][N:20]=[C:19]([NH2:22])[CH:18]=1.C1C=CC2N(O)N=NC=2C=1.C(Cl)CCl>CN(C=O)C>[O:12]1[CH:16]=[CH:15][CH:14]=[C:13]1[C:17]1[O:21][N:20]=[C:19]([NH:22][C:9](=[O:11])[CH:8]=[CH:7][C:2]2[CH:3]=[CH:4][CH:5]=[CH:6][N:1]=2)[CH:18]=1. Procedure details: To a solution of 6 mg of 3-pyridin-2-yl-acrylic acid and 6 mg of 5-furan-2-yl-isoxazol-3-ylamine in DMF were added 8 mg of HOBt, 9 mg of EDC and 0.014 mL of TEA. The reaction solution was stirred for 18 hrs at room temperature, followed by concentration under reduced pressure. The concentrate was purified by preparative HPLC to provide 4 mg of N-(5-furan-2-yl-isoxazol-3-yl)-3-pyridin-2-yl-acrylamide. (Yield: 36%). Reactants: CC(C)(C)C(=O)OCC1OC(Br)C(OC(=O)C(C)(C)C)C(OC(=O)C(C)(C)C)C1OC(=O)C(C)(C)C, CC(C)c1[nH][nH]c(=O)c1Cc1ccc(OCc2ccccc2)cc1OC1CCOCC1. Product: CC(C)c1[nH]nc(OC2OC(COC(=O)C(C)(C)C)C(OC(=O)C(C)(C)C)C(OC(=O)C(C)(C)C)C2OC(=O)C(C)(C)C)c1Cc1ccc(OCc2ccccc2)cc1OC1CCOCC1. Reaction SMILES: [C:32]([C:33]([CH3:34])([CH3:35])[CH3:36])(=[O:37])[O:38][CH:39]1[CH:40]([Br:67])[O:41][CH:42]([CH2:59][O:60][C:61]([C:62]([CH3:63])([CH3:64])[CH3:65])=[O:66])[CH:43]([O:52][C:53]([C:54]([CH3:55])([CH3:56])[CH3:57])=[O:58])[CH:44]1[O:45][C:46]([C:47]([CH3:48])([CH3:49])[CH3:50])=[O:51].[CH2:1]([c:2]1[cH:3][cH:4][cH:5][cH:6][cH:7]1)[O:8][c:9]1[cH:10][c:11]([O:25][CH:26]2[CH2:27][CH2:28][O:29][CH2:30][CH2:31]2)[c:12]([CH2:15][c:16]2[c:17](=[O:24])[nH:18][nH:19][c:20]2[CH:21]([CH3:22])[CH3:23])[cH:13][cH:14]1>>[CH2:1]([c:2]1[cH:3][cH:4][cH:5][cH:6][cH:7]1)[O:8][c:9]1[cH:10][c:11]([O:25][CH:26]2[CH2:27][CH2:28][O:29][CH2:30][CH2:31]2)[c:12]([CH2:15][c:16]2[c:17]([O:24][CH:40]3[CH:39]([O:38][C:32]([C:33]([CH3:34])([CH3:35])[CH3:36])=[O:37])[CH:44]([O:45][C:46]([C:47]([CH3:48])([CH3:49])[CH3:50])=[O:51])[CH:43]([O:52][C:53]([C:54]([CH3:55])([CH3:56])[CH3:57])=[O:58])[CH:42]([CH2:59][O:60][C:61]([C:62]([CH3:63])([CH3:64])[CH3:65])=[O:66])[O:41]3)[n:18][nH:19][c:20]2[CH:21]([CH3:22])[CH3:23])[cH:13][cH:14]1. The reactants are ClC=1C=NC=C(C1SC1=C(C=C(S1)C(=O)O)[N+](=O)[O-])Cl (5-[(3,5-dichloro-4-pyridyl)sulfanyl]-4-nitro-thiophene-2-carboxylic acid), N1=C(C=CC=C1)CCCN (3-(2-pyridyl)propan-1-amine). The product is ClC=1C=NC=C(C1SC1=C(C=C(S1)C(=O)NCCCC1=NC=CC=C1)[N+](=O)[O-])Cl (5-((3,5-dichloropyridin-4-yl)thio)-4-nitro-N-(3-(pyridin-2-yl)propyl)thiophene-2-carboxamide), solid. Isolated yield 26.0%. RXN SMILES: [Cl:1][C:2]1[CH:3]=[N:4][CH:5]=[C:6]([Cl:20])[C:7]=1[S:8][C:9]1[S:13][C:12]([C:14]([OH:16])=O)=[CH:11][C:10]=1[N+:17]([O-:19])=[O:18].[N:21]1[CH:26]=[CH:25][CH:24]=[CH:23][C:22]=1[CH2:27][CH2:28][CH2:29][NH2:30]>>[Cl:20][C:6]1[CH:5]=[N:4][CH:3]=[C:2]([Cl:1])[C:7]=1[S:8][C:9]1[S:13][C:12]([C:14]([NH:30][CH2:29][CH2:28][CH2:27][C:22]2[CH:23]=[CH:24][CH:25]=[CH:26][N:21]=2)=[O:16])=[CH:11][C:10]=1[N+:17]([O-:19])=[O:18]. Reported procedure: Prepared according to the procedure described for example 44 from 5-[(3,5-dichloro-4-pyridyl)sulfanyl]-4-nitro-thiophene-2-carboxylic acid (35 mg, 0.1 mmol) and 3-(2-pyridyl)propan-1-amine (20.0 mg, 0.12 mmol). The title compound was obtained as a solid (14.5 mg, 26% yield). MS m/z: 469.01, 471.01 [M+H]+. Reactants: C(C1=CC=CC=C1)(C1=CC=CC=C1)=NC1=CC2=CC=C(C=C2C=C1OCC1=CC=CC=C1)OCC1=CC=CC=C1 (Benzhydrylidene-(3,6-bis-benzyloxynaphthalen-2-yl)-amine), [OH-].[Na+] (NaOH), Cl (HCl). Solvent: C1CCOC1 (THF). Conditions: time 30 minute. Product: hexanes EtOAc, C(C1=CC=CC=C1)OC=1C(=CC2=CC=C(C=C2C1)OCC1=CC=CC=C1)N (3,6-bis-benzyloxynaphthalen-2-ylamine). As a reaction SMILES: C(=[N:14][C:15]1[C:24]([O:25][CH2:26][C:27]2[CH:32]=[CH:31][CH:30]=[CH:29][CH:28]=2)=[CH:23][C:22]2[C:17](=[CH:18][CH:19]=[C:20]([O:33][CH2:34][C:35]3[CH:40]=[CH:39][CH:38]=[CH:37][CH:36]=3)[CH:21]=2)[CH:16]=1)(C1C=CC=CC=1)C1C=CC=CC=1.Cl.[OH-].[Na+]>C1COCC1>[CH2:26]([O:25][C:24]1[C:15]([NH2:14])=[CH:16][C:17]2[C:22]([CH:23]=1)=[CH:21][C:20]([O:33][CH2:34][C:35]1[CH:40]=[CH:39][CH:38]=[CH:37][CH:36]=1)=[CH:19][CH:18]=2)[C:27]1[CH:28]=[CH:29][CH:30]=[CH:31][CH:32]=1 |f:2.3|. Procedure: Benzhydrylidene-(3,6-bis-benzyloxynaphthalen-2-yl)-amine (0.628 g, 1.208 mmol) is dissolved in 15 mL of THF. A solution of 1 N HCl (15 mL) is added and stirred for 30 min. The crude reaction mixture is basified to pH 14 with 1 N NaOH and extracted with EtOAc. The combined organic layers are dried and evaporated to afford an orange oil. The oil is purified on silica, eluting with 9:1 hexanes/EtOAc and then 1:1 hexanes/EtOAc, to afford 3,6-bis-benzyloxynaphthalen-2-ylamine.